This data is from the Open Reaction Database (ORD), a public repository of structured organic reaction records. The task is: describe an organic reaction: reactants, conditions, products, and yield The reactants are NC1=CC=C(C=C1)N1C2=C(NC(CC1=O)=O)C1=CC=CC=C1C=C2 (5-(4-aminophenyl)-1H-naphtho[1,2-b][1,4]diazepine-2,4(3H,5H)-dione), C(C1=CC=CC=C1)(=O)NC1=CC=C(C=C1)N1C2=C(NC(CC1=O)=O)C1=CC=CC=C1C=C2 (5-(4-Benzoylaminophenyl)-1H-naphtho[1,2-b][1,4]diazepine-2,4(3H,5H)-dione), O(C1=CC=CC=C1)CC(=O)Cl (2-phenoxyacetyl chloride). Product: O(C1=CC=CC=C1)CC(=O)NC1=CC=C(C=C1)N1C2=C(NC(CC1=O)=O)C1=CC=CC=C1C=C2 (5-[4-(2-Phenoxyacetylamino)phenyl]-1H-naphtho[1,2-b][1,4]diazepine-2,4(3H,5H)-dione). The yield is 18.3%. RXN SMILES: [NH2:1][C:2]1[CH:7]=[CH:6][C:5]([N:8]2[C:14](=[O:15])[CH2:13][C:12](=[O:16])[NH:11][C:10]3[C:17]4[C:22]([CH:23]=[CH:24][C:9]2=3)=[CH:21][CH:20]=[CH:19][CH:18]=4)=[CH:4][CH:3]=1.[O:25]([CH2:32][C:33](Cl)=[O:34])[C:26]1[CH:31]=[CH:30][CH:29]=[CH:28][CH:27]=1.C(NC1C=CC(N2C(=O)CC(=O)NC3C4C(C=CC2=3)=CC=CC=4)=CC=1)(=O)C1C=CC=CC=1>>[O:25]([CH2:32][C:33]([NH:1][C:2]1[CH:7]=[CH:6][C:5]([N:8]2[C:14](=[O:15])[CH2:13][C:12](=[O:16])[NH:11][C:10]3[C:17]4[C:22]([CH:23]=[CH:24][C:9]2=3)=[CH:21][CH:20]=[CH:19][CH:18]=4)=[CH:4][CH:3]=1)=[O:34])[C:26]1[CH:31]=[CH:30][CH:29]=[CH:28][CH:27]=1. Procedure details: By using 5-(4-aminophenyl)-1H-naphtho[1,2-b][1,4]diazepine-2,4(3H,5H)-dione (50 mg, 0.157 mmol) obtained in Example 1, (3), and 2-phenoxyacetyl chloride (27 mg, 0.315 mmol), the title compound (13 mg, yield 18%) was obtained as pale brown crystals in the same manner as that of Example 1, (4). Reactants: C(C1=CC=CC=C1)N1CC(CC1)OS(=O)(=O)C (N-benzyl-3-[(methyl-sulphonyl)oxy]pyrrolidine), [K].N1N=[C-]N=C1 (potassium 1,2,4-triazolide). Solvent: CN(C=O)C (dimethylformamide). The product is C(C1=CC=CC=C1)N1CC(CC1)N1N=CN=C1 (N-Benzyl-3-(1,2,4-triazol-1-yl]pyrrolidine). RXN SMILES: [CH2:1]([N:8]1[CH2:12][CH2:11][CH:10](OS(C)(=O)=O)[CH2:9]1)[C:2]1[CH:7]=[CH:6][CH:5]=[CH:4][CH:3]=1.[K].[NH:19]1[CH:23]=[N:22][C-:21]=[N:20]1>CN(C)C=O>[CH2:1]([N:8]1[CH2:12][CH2:11][CH:10]([N:19]2[CH:23]=[N:22][CH:21]=[N:20]2)[CH2:9]1)[C:2]1[CH:7]=[CH:6][CH:5]=[CH:4][CH:3]=1 |f:1.2,^1:17|. Reported procedure: To a solution of 2.55 g (10 mmole) of N-benzyl-3-[(methyl-sulphonyl)oxy]pyrrolidine in 100 ml of dimethylformamide was added 3.21 g of potassium-1,2,4-triazolide and the reaction mixture was heated at 85°-90° C. overnight. The same work up and purification procedure described in Example U afforded 1.32 g (15% methanol-ethyl acetate as solvent) of the title product. 1H NMR (CDCl3) δ: 8.3 (S, 1H), 7.93 (S, 1H), 7.6-7.1 (m, 5H), 5.2-4.6 (m, 1H), 3.67 (S, 2H), 3.23-2 (m, 6H).